describe an organic reaction: reactants, conditions, products, and yield From a dataset of the Open Reaction Database (ORD), a public repository of structured organic reaction records. Starting materials: C(C)(C)(C)OC(=O)N1C[C@H](CC1)[C@H](O)C1CCCCC1 ((S)-3-((R)-cyclohexylhydroxymethyl) pyrrolidine-1-carboxylic acid t-butyl ester), FC1(CCC(CC1)C(=O)Cl)F (4,4-Difluoro-cyclohexanecarbonyl chloride), S(C)C (Me2S), C(C)(C)(C)OC(=O)N1C[C@H](CC1)C=O ((S)-3-Formylpyrrolidine-1-carboxylic acid t-butyl ester), [Li+].C[Si](C)(C)[N-][Si](C)(C)C (LiHMDS). Run in C1CCOC1 (THF), C1CCOC1 (THF). Reaction conditions: temperature -78 celsius, time 8 hour. Yields the product C(C)(C)(C)OC(=O)N1CC(CC1)C(O)C1CCC(CC1)(F)F (3[(4,4-Difluorocyclohexyl)hydroxymethyl]pyrrolidine-1-carboxylic Acid t-Butyl Ester). Reaction SMILES: C(OC(N1CC[C@H]([C@@H](C2CCCCC2)O)C1)=O)(C)(C)C.[C:21]([O:25][C:26]([N:28]1[CH2:32][CH2:31][C@H:30]([CH:33]=[O:34])[CH2:29]1)=[O:27])([CH3:24])([CH3:23])[CH3:22].[Li+].C[Si]([N-][Si](C)(C)C)(C)C.[F:45][C:46]1([F:55])[CH2:51][CH2:50][CH:49](C(Cl)=O)[CH2:48][CH2:47]1.S(C)C>C1COCC1>[C:21]([O:25][C:26]([N:28]1[CH2:32][CH2:31][CH:30]([CH:33]([CH:49]2[CH2:50][CH2:51][C:46]([F:55])([F:45])[CH2:47][CH2:48]2)[OH:34])[CH2:29]1)=[O:27])([CH3:24])([CH3:23])[CH3:22] |f:2.3|. Procedure details: The title compound was prepared in a manner similar to that described in Preparation 9 for the synthesis of (S)-3-((R)-cyclohexylhydroxymethyl) pyrrolidine-1-carboxylic acid t-butyl ester. (S)-3-Formylpyrrolidine-1-carboxylic acid t-butyl ester and LiHMDS were dissolved in THF under nitrogen and cooled at −78° C. 4,4-Difluoro-cyclohexanecarbonyl chloride (prepared by treatment of 4,4-difluorocyclohexane carboxylic acid with thionyl chloride in THF at 50° C. for 2 hours), was then added and the r... The reactants are C(C)(=O)OC(C)=O (acetic anhydride), C(CCCCC)OC=1C=CC=C([N+]1[O-])C (6-hexyloxy-α-picoline N-oxide). Run in C(C)(=O)O (acetic acid). Conditions: temperature 130 celsius, time 5 hour. Product: C(C)(=O)OCC1=NC(=CC=C1)OCCCCCC (2-acetoxymethyl-6-hexyloxypyridine). Isolated yield 100.0%. As a reaction SMILES: [C:1]([O:4][C:5](=[O:7])[CH3:6])(=O)[CH3:2].[CH2:8]([O:14][C:15]1[CH:16]=[CH:17][CH:18]=C(C)[N+:20]=1[O-])[CH2:9][CH2:10][CH2:11][CH2:12][CH3:13]>C(O)(=O)C>[C:5]([O:4][CH2:1][C:2]1[CH:18]=[CH:17][CH:16]=[C:15]([O:14][CH2:8][CH2:9][CH2:10][CH2:11][CH2:12][CH3:13])[N:20]=1)(=[O:7])[CH3:6]. Reported procedure: An amount 40 ml of acetic anhydride was stirred at about 115° C. and a solution of 5.50 g of 6-hexyloxy-α-picoline N-oxide in 20 ml of glacial acetic acid was dropwise added over about one hour. After the dropwise addition, the mixture was stirred at 130° C. for 5 hours, acetic acid and acetic anhydride were removed by concentration under a reduced pressure, the reaction mixture was dissolved in ether, and the remaining acetic acid was neutralized with a sodium hydrogen carbonate solution. After... The reactants are C(C=1C(=CC=CC1)OC)=CC(C)=O (o-anisalacetone). Reagents/catalysts: [Pt]=O (platinum oxide). Solvent: C(C)(=O)OCC (ethyl acetate). The product is COC1=C(C=CC=C1)CCC(C)=O (1-(o-methoxyphenyl)-3-butanone). Yield: 45.0%. As a reaction SMILES: [CH:1](=[CH:10][C:11](=[O:13])[CH3:12])[C:2]1[C:3]([O:8][CH3:9])=[CH:4][CH:5]=[CH:6][CH:7]=1>[Pt]=O.C(OCC)(=O)C>[CH3:9][O:8][C:3]1[CH:4]=[CH:5][CH:6]=[CH:7][C:2]=1[CH2:1][CH2:10][C:11](=[O:13])[CH3:12]. Procedure: The crude o-anisalacetone is hydrogenated (100 g/l liter of ethyl acetate and 1 g of platinum oxide) and then distilled to give 1.25 moles (45%) of 1-(o-methoxyphenyl)-3-butanone, bp 90°-110° C., 0.15 mm Hg. Starting materials: BrC1=CC(=C(O1)C)C(=O)OC (methyl 5-bromo-2-methyl-3-furancarboxylate), FC1=NC=C(C=C1)B(O)O (2-fluoropyridine-5-boronic acid), C([O-])([O-])=O.[Na+].[Na+] (sodium carbonate), COCCOC (1,2-dimethoxyethane). Reagents/catalysts: C=1C=CC(=CC1)[P](C=2C=CC=CC2)(C=3C=CC=CC3)[Pd]([P](C=4C=CC=CC4)(C=5C=CC=CC5)C=6C=CC=CC6)([P](C=7C=CC=CC7)(C=8C=CC=CC8)C=9C=CC=CC9)[P](C=1C=CC=CC1)(C=1C=CC=CC1)C=1C=CC=CC1 (tetrakis(triphenylphosphine)palladium(0)). The solvent is O (water). Yields the product FC1=CC=C(C=N1)C1=CC(=C(O1)C)C(=O)OC (methyl 5-(6-fluoropyridin-3-yl)-2-methylfuran-3-carboxylate). Yield: 89.5%. RXN SMILES: Br[C:2]1[O:6][C:5]([CH3:7])=[C:4]([C:8]([O:10][CH3:11])=[O:9])[CH:3]=1.[F:12][C:13]1[CH:18]=[CH:17][C:16](B(O)O)=[CH:15][N:14]=1.C(=O)([O-])[O-].[Na+].[Na+].COCCOC>C1C=CC([P]([Pd]([P](C2C=CC=CC=2)(C2C=CC=CC=2)C2C=CC=CC=2)([P](C2C=CC=CC=2)(C2C=CC=CC=2)C2C=CC=CC=2)[P](C2C=CC=CC=2)(C2C=CC=CC=2)C2C=CC=CC=2)(C2C=CC=CC=2)C2C=CC=CC=2)=CC=1.O>[F:12][C:13]1[N:14]=[CH:15][C:16]([C:2]2[O:6][C:5]([CH3:7])=[C:4]([C:8]([O:10][CH3:11])=[O:9])[CH:3]=2)=[CH:17][CH:18]=1 |f:2.3.4,^1:37,39,58,77|. Procedure details: A mixture of methyl 5-bromo-2-methyl-3-furancarboxylate (2.6 g), 2-fluoropyridine-5-boronic acid (2.1 g), tetrakis(triphenylphosphine)palladium(0) (0.7 g), 2N aqueous sodium carbonate solution (15 mL) and 1,2-dimethoxyethane (20 mL) was stirred under reflux overnight under an argon atmosphere. The reaction mixture was poured into water, and the mixture was extracted with ethyl acetate. The organic layer was washed with saturated brine, and dried over magnesium sulfate. The solvent was evaporated...